From a dataset of the Open Reaction Database (ORD), a public repository of structured organic reaction records. describe an organic reaction: reactants, conditions, products, and yield Starting materials: C(C)(C)(C)OC(=O)NC(C(=O)O)CNC1=C(C=CC=C1)[N+](=O)[O-] (2-tert-butoxycarbonylamino-3-(2-nitrophenyl-amino)propionic acid), COC(CN1C([C@H](CNC2=C1C=CC=C2)NC(=O)OC(C)(C)C)=O)=O ((3S)-2-Oxo-3-tert-butoxycarbonylamino-2,3,4,5-tetrahydro-1H-1,5-benzodiazepine-1-acetic acid methyl ester). Product: C(C)(C)(C)OC(=O)NC(C(=O)O)CNC1=NC=CC=C1N (2-tert-Butoxycarbonylamino-3-(3-aminopyridin-2-ylamino)propionic acid). RXN SMILES: [C:1]([O:5][C:6]([NH:8][CH:9]([CH2:13][NH:14][C:15]1C=[CH:19][CH:18]=[CH:17][C:16]=1[N+:21]([O-])=O)[C:10]([OH:12])=[O:11])=[O:7])([CH3:4])([CH3:3])[CH3:2].COC(=O)C[N:28]1C2C=CC=CC=2NC[C@H](NC(OC(C)(C)C)=O)C1=O>>[C:1]([O:5][C:6]([NH:8][CH:9]([CH2:13][NH:14][C:15]1[C:16]([NH2:21])=[CH:17][CH:18]=[CH:19][N:28]=1)[C:10]([OH:12])=[O:11])=[O:7])([CH3:4])([CH3:3])[CH3:2]. Procedure: was prepared by a similar method to (2S) 2-tert-Butoxycarbonylamino-3-(2-aminophenylamino)-propionic acid in Step B of the synthesis of 600a/103 to give 3.68 g (quant.) as a dark solid. Reactants: C(CC)C1=CC(=C(C(=C1)F)I)F (1-propyl-3,5-difluoro-4-iodobenzene), CC(C)(C#C)O (2-methyl-3-butyn-2-ol), [I-] (iodide). The reagents and catalysts are C=1C=CC(=CC1)[P](C=2C=CC=CC2)(C=3C=CC=CC3)[Pd]([P](C=4C=CC=CC4)(C=5C=CC=CC5)C=6C=CC=CC6)([P](C=7C=CC=CC7)(C=8C=CC=CC8)C=9C=CC=CC9)[P](C=1C=CC=CC1)(C=1C=CC=CC1)C=1C=CC=CC1 (tetrakis(triphenylphosphine)palladium(0)), [Cu] (copper). Solvent: C(C)N(CC)CC (triethylamine). Conditions: time 2 hour. The product is C(CC)C1=CC(=C(C(=C1)F)C#CC(C)(O)C)F (4-(4-propyl-2,6-difluorophenyl)-2-methylbutyn-2-ol). Yield: 88.8%. Reaction SMILES: [CH2:1]([C:4]1[CH:9]=[C:8]([F:10])[C:7](I)=[C:6]([F:12])[CH:5]=1)[CH2:2][CH3:3].[CH3:13][C:14]([OH:18])([C:16]#[CH:17])[CH3:15].[I-]>C1C=CC([P]([Pd]([P](C2C=CC=CC=2)(C2C=CC=CC=2)C2C=CC=CC=2)([P](C2C=CC=CC=2)(C2C=CC=CC=2)C2C=CC=CC=2)[P](C2C=CC=CC=2)(C2C=CC=CC=2)C2C=CC=CC=2)(C2C=CC=CC=2)C2C=CC=CC=2)=CC=1.[Cu].C(N(CC)CC)C>[CH2:1]([C:4]1[CH:9]=[C:8]([F:10])[C:7]([C:17]#[C:16][C:14]([CH3:15])([OH:18])[CH3:13])=[C:6]([F:12])[CH:5]=1)[CH2:2][CH3:3] |^1:23,25,44,63|. Procedure: A mixture of 2 g of 1-propyl-3,5-difluoro-4-iodobenzene, 0.626 g of 2-methyl-3-butyn-2-ol, 0.164 g of tetrakis(triphenylphosphine)palladium(0), 10 ml of triethylamine and 0.054 g of copper(l) iodide was stirred at 90° for 2 hours. Then, the cooled reaction mixture was partitioned between water and ether, the ether phase was washed several times with water, dried over magnesium sulphate, filtered over Celite and evaporated on a rotary evaporator. The residue was then chromatographed on 75 g of si... The reactants are C(C)(C)(C)OC(C(CC1=CC=C(C=C1)OCC1=CC=CC=C1)NC(C(CC(C)C)NCC1C2=CC=CC=C2C=2C=CC=CC12)=O)=O (3-(4-benzyloxy-phenyl)-2-{2-[(9H-fluoren-9-ylmethyl)-amino]-4-methyl pentanoylamino}-propionic acid tert-butyl ester), N1CCCCC1 (piperidine), O1CCCC1 (tetrahydrofuran). Run at time 48 hour. The product is C(C)(C)(C)OC(C(CC1=CC=C(C=C1)OCC1=CC=CC=C1)NC(C(CC(C)C)NC1CCOCC1)=O)=O (3-(4-Benzyloxy-phenyl)-2-[4-methyl-2-(tetrahydro-pyran-4-ylamino)-pentanoylamino]-propionic acid tert-butyl ester). Yield: 77.0%. Reaction SMILES: [C:1]([O:5][C:6](=[O:46])[CH:7]([NH:23][C:24](=[O:45])[CH:25]([NH:30]CC1C2C=CC=CC=2C2C1=CC=CC=2)[CH2:26][CH:27]([CH3:29])[CH3:28])[CH2:8][C:9]1[CH:14]=[CH:13][C:12]([O:15][CH2:16][C:17]2[CH:22]=[CH:21][CH:20]=[CH:19][CH:18]=2)=[CH:11][CH:10]=1)([CH3:4])([CH3:3])[CH3:2].N1[CH2:52][CH2:51][CH2:50][CH2:49][CH2:48]1.[O:53]1CCCC1>>[C:1]([O:5][C:6](=[O:46])[CH:7]([NH:23][C:24](=[O:45])[CH:25]([NH:30][CH:50]1[CH2:51][CH2:52][O:53][CH2:48][CH2:49]1)[CH2:26][CH:27]([CH3:28])[CH3:29])[CH2:8][C:9]1[CH:10]=[CH:11][C:12]([O:15][CH2:16][C:17]2[CH:22]=[CH:21][CH:20]=[CH:19][CH:18]=2)=[CH:13][CH:14]=1)([CH3:3])([CH3:2])[CH3:4]. Procedure: A solution of [S-(R*,R*)]-3-(4-benzyloxy-phenyl)-2-{2-[(9H-fluoren-9-ylmethyl)-amino]-4-methyl pentanoylamino}-propionic acid tert-butyl ester (12.2 g, 20.0 mmol) in 500 mL of tetrahydrofuran was treated with piperidine (80 mL). The resulting solution was stirred at room temperature for 48 hours. The reaction mixture was concentrated and the residue purified by chromatography (SiO2, gradient elution EtOAc - 15% EtOH/EtOAc). The resulting yellow solid was broken up in heptane to give the title co... The reactants are FC(CN1C(NC2=CC=CC=C2C1=O)=O)(F)F (3-(2,2,2-trifluoro-ethyl)-1H-quinazoline-2,4-dione), CC(C)(C)N=P(N1CCCC1)(N2CCCC2)N3CCCC3 (BTPP), C(C)(C)(C)OC(NCC1=CC2=C(N(C(=N2)CCl)CCCS(=O)(=O)C)C=C1)=O ([2-Chloromethyl-1-(3-methanesulfonyl-propyl)-1H-benzoimidazol-5-ylmethyl]-carbamic acid tert-butyl ester). Solvent: C1CCOC1 (THF). Reaction conditions: temperature 23 celsius, time 12 hour. The product is C(C)(C)(C)OC(NCC1=CC2=C(N(C(=N2)CN2C(N(C(C3=CC=CC=C23)=O)CC(F)(F)F)=O)CCCS(=O)(=O)C)C=C1)=O ([2-[2,4-dioxo-3-(2,2,2-trifluoro-ethyl)-3,4-dihydro-2H-quinazolin-1-ylmethyl]-1-(3-methanesulfonyl-propyl)-1H-benzoimidazol-5-ylmethyl]-carbamic acid tert-butyl ester). Isolated yield 17.8%. RXN SMILES: [F:1][C:2]([F:17])([F:16])[CH2:3][N:4]1[C:13](=[O:14])[C:12]2[C:7](=[CH:8][CH:9]=[CH:10][CH:11]=2)[NH:6][C:5]1=[O:15].CC(N=P(N1CCCC1)(N1CCCC1)N1CCCC1)(C)C.[C:39]([O:43][C:44](=[O:65])[NH:45][CH2:46][C:47]1[CH:64]=[CH:63][C:50]2[N:51]([CH2:56][CH2:57][CH2:58][S:59]([CH3:62])(=[O:61])=[O:60])[C:52]([CH2:54]Cl)=[N:53][C:49]=2[CH:48]=1)([CH3:42])([CH3:41])[CH3:40]>C1COCC1>[C:39]([O:43][C:44](=[O:65])[NH:45][CH2:46][C:47]1[CH:64]=[CH:63][C:50]2[N:51]([CH2:56][CH2:57][CH2:58][S:59]([CH3:62])(=[O:60])=[O:61])[C:52]([CH2:54][N:6]3[C:7]4[C:12](=[CH:11][CH:10]=[CH:9][CH:8]=4)[C:13](=[O:14])[N:4]([CH2:3][C:2]([F:1])([F:16])[F:17])[C:5]3=[O:15])=[N:53][C:49]=2[CH:48]=1)([CH3:42])([CH3:40])[CH3:41]. Reported procedure: A slurry of 3-(2,2,2-trifluoro-ethyl)-1H-quinazoline-2,4-dione (88 mg, 0.36 mmol) in THF (20 ml) was treated with BTPP (0.33 ml, 1.08 mmol) and stirred for 15 min at 23° C. [2-Chloromethyl-1-(3-methanesulfonyl-propyl)-1H-benzoimidazol-5-ylmethyl]-carbamic acid tert-butyl ester (150 mg, 0.36 mmol) was added and the mixture stirred at 23° C. for 12 h. The solvent was removed and the residue triturated with water. The residue was chromatographed to give 40 mg (18%) of [2-[2,4-dioxo-3-(2,2,2-trifluo...